Task: describe an organic reaction: reactants, conditions, products, and yield. Dataset: the Open Reaction Database (ORD), a public repository of structured organic reaction records Reactants: CC(=C)CC(C)(C)C (diisobutylene), S (H2S). Run at temperature 45 celsius. The product is C(C)(C)(CC(C)(C)C)S (TERT-OCTYL MERCAPTAN). Reaction SMILES: [CH3:1][C:2]([CH2:4][C:5]([CH3:8])([CH3:7])[CH3:6])=[CH2:3].[SH2:9]>>[C:2]([SH:9])([CH2:4][C:5]([CH3:8])([CH3:7])[CH3:6])([CH3:1])[CH3:3]. Reported procedure: 200 ml of dry sulphonated Amberlyst 15 resin are placed in a tubular reactor with a capacity of approximately 420 ml (length: 135 cm; bore: 20 mm). Liquid diisobutylene at a rate of 112 g/h (that is 1 mole/h) and 136 g/h of gaseous H2S (that is 4 moles of H2S per 1 of diisobutylene) are introduced continuously at the head of the reactor at a pressure of 10 bars. The reactants are mixed intimately before their entry into the reactor, where the reaction mixture is maintained at the temperature of ... The reactants are ClC=1C=CC=C(C1C(=O)N)N (6-chloroanthranilamide), BrC=1SC(=CN1)C (2-bromo-5-methylthiazole). Product: CC1=CN2C(=NC3=CC=CC(=C3C2=O)Cl)S1 (2-methyl-6-chloro-5H-thiazolo-(2,3-b)-quinazolin-5-one). Isolated yield 78.1%. RXN SMILES: [Cl:1][C:2]1[CH:3]=[CH:4][CH:5]=[C:6]([NH2:11])[C:7]=1[C:8]([NH2:10])=[O:9].Br[C:13]1[S:14][C:15]([CH3:18])=[CH:16]N=1>>[CH3:18][C:15]1[S:14][C:13]2=[N:11][C:6]3[C:7]([C:8](=[O:9])[N:10]2[CH:16]=1)=[C:2]([Cl:1])[CH:3]=[CH:4][CH:5]=3. Procedure details: 10.2 g of 6-chloroanthranilamide and 10.74 g of 2-bromo-5-methylthiazole were stirred at 140° C. for 2 hours. After working up in the conventional manner there was obtained 11.7 g (78%) of the above compound; m.p. 235°-236° C. Reactants: [Al+3], O=C(NCCC(O)(c1ccccc1)c1ccccc1)c1ccccc1, CCOCC, [H-], [H-], [H-], [H-], [Li+], [Na+], [OH-], O. Product: OC(CCNCc1ccccc1)(c1ccccc1)c1ccccc1. Reaction SMILES: [Al+3:27].[C:1]([c:2]1[cH:3][cH:4][cH:5][cH:6][cH:7]1)(=[O:8])[NH:9][CH2:10][CH2:11][C:12]([c:13]1[cH:14][cH:15][cH:16][cH:17][cH:18]1)([c:19]1[cH:20][cH:21][cH:22][cH:23][cH:24]1)[OH:25].[CH3:32][CH2:33][O:34][CH2:35][CH3:36].[H-:26].[H-:29].[H-:30].[H-:31].[Li+:28].[Na+:38].[OH-:37].[OH2:39]>>[CH2:1]([c:2]1[cH:3][cH:4][cH:5][cH:6][cH:7]1)[NH:9][CH2:10][CH2:11][C:12]([c:13]1[cH:14][cH:15][cH:16][cH:17][cH:18]1)([c:19]1[cH:20][cH:21][cH:22][cH:23][cH:24]1)[OH:25].